Dataset: the Open Reaction Database (ORD), a public repository of structured organic reaction records. Task: describe an organic reaction: reactants, conditions, products, and yield The reactants are CC(C)(C)OC(=O)N1CCC(OS(C)(=O)=O)C1, Oc1ccc(F)cc1, [H-], [Na+], CN(C)C=O, O. The product is CC(C)(C)OC(=O)N1CCC(Oc2ccc(F)cc2)C1. Reaction SMILES: [C:11]([CH3:12])([CH3:13])([CH3:14])[O:15][C:16](=[O:17])[N:18]1[CH2:19][CH:20]([O:23][S:24]([CH3:25])(=[O:26])=[O:27])[CH2:21][CH2:22]1.[F:3][c:4]1[cH:5][cH:6][c:7]([OH:10])[cH:8][cH:9]1.[H-:1].[Na+:2].[O:29]=[CH:30][N:31]([CH3:32])[CH3:33].[OH2:28]>>[F:3][c:4]1[cH:5][cH:6][c:7]([O:10][CH:20]2[CH2:19][N:18]([C:16]([O:15][C:11]([CH3:12])([CH3:13])[CH3:14])=[O:17])[CH2:22][CH2:21]2)[cH:8][cH:9]1. Reactants: O=C([O-])O, O=[N+]([O-])c1ccc(Cl)c2nonc12, ClCCl, [Na+], CC(CS)C(=O)N1CCCC1C(=O)O. Product: CC(CSc1ccc([N+](=O)[O-])c2nonc12)C(=O)N1CCCC1C(=O)O. Reaction SMILES: [C:28](=[O:29])([OH:30])[O-:31].[Cl:15][c:16]1[cH:17][cH:18][c:19]([N+:25](=[O:26])[O-:27])[c:20]2[c:21]1[n:22][o:23][n:24]2.[Cl:33][CH2:34][Cl:35].[Na+:32].[SH:1][CH2:2][CH:3]([C:4](=[O:5])[N:6]1[CH:7]([C:8](=[O:9])[OH:10])[CH2:11][CH2:12][CH2:13]1)[CH3:14]>>[S:1]([CH2:2][CH:3]([C:4](=[O:5])[N:6]1[CH:7]([C:8](=[O:9])[OH:10])[CH2:11][CH2:12][CH2:13]1)[CH3:14])[c:16]1[cH:17][cH:18][c:19]([N+:25](=[O:26])[O-:27])[c:20]2[c:21]1[n:22][o:23][n:24]2.